Dataset: the Open Reaction Database (ORD), a public repository of structured organic reaction records. Task: describe an organic reaction: reactants, conditions, products, and yield The product is OCCOC(=O)NCCN(C1=NC(=NC(=N1)N(CCNC(=O)OCCO)CCNC(=O)OCCO)N(CCNC(=O)OCCO)CCNC(=O)OCCO)CCNC(=O)OCCO (Hexakis[2-(2-hydroxyethoxycarbonylamino)ethyl]melamine). As a reaction SMILES: [OH:1][CH2:2][CH2:3][O:4][C:5]([NH:7][CH2:8][CH2:9][N:10]([C:20]1[N:25]=[C:24]([N:26]([CH2:36][CH2:37][NH:38][C:39]([O:41][CH2:42][CH2:43][OH:44])=[O:40])[CH2:27][CH2:28][NH:29][C:30]([O:32][CH2:33][CH2:34][OH:35])=[O:31])[N:23]=[C:22](Cl)[N:21]=1)[CH2:11][CH2:12][NH:13][C:14]([O:16][CH2:17][CH2:18][OH:19])=[O:15])=[O:6].[C:46](=[O:49])([OH:48])[O-].[Na+]>C(O)CO>[OH:1][CH2:2][CH2:3][O:4][C:5]([NH:7][CH2:8][CH2:9][N:10]([CH2:11][CH2:12][NH:13][C:14]([O:16][CH2:17][CH2:18][OH:19])=[O:15])[C:20]1[N:25]=[C:24]([N:26]([CH2:36][CH2:37][NH:38][C:39]([O:41][CH2:42][CH2:43][OH:44])=[O:40])[CH2:27][CH2:28][NH:29][C:30]([O:32][CH2:33][CH2:34][OH:35])=[O:31])[N:23]=[C:22]([N:10]([CH2:9][CH2:8][NH:7][C:5]([O:4][CH2:3][CH2:2][OH:1])=[O:6])[CH2:11][CH2:12][NH:13][C:46]([O:48][CH2:18][CH2:17][OH:16])=[O:49])[N:21]=1)=[O:6] |f:1.2|. The reactants are OCCOC(=O)NCCN(CCNC(=O)OCCO)C1=NC(=NC(=N1)N(CCNC(=O)OCCO)CCNC(=O)OCCO)Cl (2,4-Bis[N,N-bis[(2-hydroxyethoxycarbonylamino)-ethyl]amino]-6-chloro-s-triazine), C([O-])(O)=O.[Na+] (sodium bicarbonate), amine. Procedure details: To 6.7 g of (I) (Example 1, TECT) were added 2.8 g HEC, 0.84 g sodium bicarbonate and 25 g ethylene glycol. The reaction mixture was then heated to 115° C. in an oil bath for 4 hours, after which most of the HEC had reacted with TECT as indicated by amine titration of the reaction mixture. Ethyelene glycol was distilled off under reduced pressure. The residue was poured into methanol. Separated solids were filtered and recrystallized from methanol. Yield 5.6 g (60% of theoretical), m.p. 192° C. ... Reaction conditions: temperature 115 celsius. Run in C(CO)O (ethylene glycol). Reactants: ClP(Cl)Cl, Clc1ccccc1, CC(C)(C)C(=O)c1sc(N)nc1C(C)(C)C, O=C(O)c1cc(Cl)ccc1O. Yields the product CC(C)(C)C(=O)c1sc(NC(=O)c2cc(Cl)ccc2O)nc1C(C)(C)C. Reaction SMILES: [Cl:28][P:29]([Cl:30])[Cl:31].[Cl:32][c:33]1[cH:34][cH:35][cH:36][cH:37][cH:38]1.[NH2:12][c:13]1[s:14][c:15]([C:22]([C:23]([CH3:24])([CH3:25])[CH3:26])=[O:27])[c:16]([C:18]([CH3:19])([CH3:20])[CH3:21])[n:17]1.[OH:1][C:2](=[O:3])[c:4]1[cH:5][c:6]([Cl:7])[cH:8][cH:9][c:10]1[OH:11]>>[C:2](=[O:3])([c:4]1[cH:5][c:6]([Cl:7])[cH:8][cH:9][c:10]1[OH:11])[NH:12][c:13]1[s:14][c:15]([C:22]([C:23]([CH3:24])([CH3:25])[CH3:26])=[O:27])[c:16]([C:18]([CH3:19])([CH3:20])[CH3:21])[n:17]1. Reactants: O=C([O-])[O-], COc1ccccc1S, CC(C)=O, Clc1ccc(CCC(Cl)Cn2ccnc2)cc1, [K+], [K+]. The product is COc1ccccc1SC(CCc1ccc(Cl)cc1)Cn1ccnc1. Reaction SMILES: [C:27](=[O:28])([O-:29])[O-:30].[CH3:18][O:19][c:20]1[c:21]([SH:26])[cH:22][cH:23][cH:24][cH:25]1.[CH3:33][C:34](=[O:35])[CH3:36].[Cl:1][CH:2]([CH2:3][n:4]1[cH:5][n:6][cH:7][cH:8]1)[CH2:9][CH2:10][c:11]1[cH:12][cH:13][c:14]([Cl:17])[cH:15][cH:16]1.[K+:31].[K+:32]>>[CH:2]([CH2:3][n:4]1[cH:5][n:6][cH:7][cH:8]1)([CH2:9][CH2:10][c:11]1[cH:12][cH:13][c:14]([Cl:17])[cH:15][cH:16]1)[S:26][c:21]1[c:20]([O:19][CH3:18])[cH:25][cH:24][cH:23][cH:22]1. Yields the product CCOC(=O)N1CCC(=C2c3ccccc3CCc3sc(Br)cc32)CC1. Starting materials: CN1CCC(=C2c3ccccc3CCc3sc(Br)cc32)CC1, CCOC(=O)Cl, Cc1ccccc1, [Na+], O=C([O-])O. Reaction SMILES: [Br:7][c:8]1[s:9][c:10]2[c:16]([cH:17]1)[C:15](=[C:18]1[CH2:19][CH2:20][N:21]([CH3:24])[CH2:22][CH2:23]1)[c:14]1[c:13]([cH:28][cH:27][cH:26][cH:25]1)[CH2:12][CH2:11]2.[C:1]([O:2][CH2:3][CH3:4])(=[O:5])[Cl:6].[CH3:34][c:35]1[cH:36][cH:37][cH:38][cH:39][cH:40]1.[Na+:29].[OH:30][C:31](=[O:32])[O-:33]>>[C:1]([O:2][CH2:3][CH3:4])(=[O:5])[N:21]1[CH2:20][CH2:19][C:18](=[C:15]2[c:14]3[c:13]([cH:28][cH:27][cH:26][cH:25]3)[CH2:12][CH2:11][c:10]3[s:9][c:8]([Br:7])[cH:17][c:16]32)[CH2:23][CH2:22]1. Reactants: C(C)OC(CC=1C=C(C(=CC1)OC)C1=C(C=C(C=C1)Br)C=O)=O ((4′-bromo-2′-formyl-6-methoxy-biphenyl-3-yl)-acetic acid ethyl ester), C(C)OC1=NC=C(C=C1)B1OC(C(O1)(C)C)(C)C (2-ethoxy-5-(4,4,5,5-tetramethyl-1,3,2-dioxaborolan-2-yl)pyridine). Yields the product C(C)OC(CC=1C=C(C(=CC1)OC)C1=C(C=C(C=C1)C=1C=NC(=CC1)OCC)C=O)=O ([4′-(6-Ethoxy-pyridin-3-yl)-2′-formyl-6-methoxy-biphenyl-3-yl]-acetic acid ethyl ester). As a reaction SMILES: [CH2:1]([O:3][C:4](=[O:23])[CH2:5][C:6]1[CH:7]=[C:8]([C:14]2[CH:19]=[CH:18][C:17](Br)=[CH:16][C:15]=2[CH:21]=[O:22])[C:9]([O:12][CH3:13])=[CH:10][CH:11]=1)[CH3:2].[CH2:24]([O:26][C:27]1[CH:32]=[CH:31][C:30](B2OC(C)(C)C(C)(C)O2)=[CH:29][N:28]=1)[CH3:25]>>[CH2:1]([O:3][C:4](=[O:23])[CH2:5][C:6]1[CH:7]=[C:8]([C:14]2[CH:19]=[CH:18][C:17]([C:30]3[CH:29]=[N:28][C:27]([O:26][CH2:24][CH3:25])=[CH:32][CH:31]=3)=[CH:16][C:15]=2[CH:21]=[O:22])[C:9]([O:12][CH3:13])=[CH:10][CH:11]=1)[CH3:2]. Procedure details: Prepared according to the procedure described in Example 1, Step 4, using the following starting materials: (4′-bromo-2′-formyl-6-methoxy-biphenyl-3-yl)-acetic acid ethyl ester and 2-ethoxy-5-(4,4,5,5-tetramethyl-1,3,2-dioxaborolan-2-yl)pyridine. The reactants are COC(=O)C(N)Cc1ccccc1, O=C(Cl)C1CCCCC1, c1ccncc1. Product: COC(=O)C(Cc1ccccc1)NC(=O)C1CCCCC1. RXN SMILES: [CH3:1][O:2][C:3]([CH:4]([NH2:5])[CH2:6][c:7]1[cH:8][cH:9][cH:10][cH:11][cH:12]1)=[O:13].[CH:14]1([C:20](=[O:21])[Cl:22])[CH2:15][CH2:16][CH2:17][CH2:18][CH2:19]1.[cH:23]1[cH:24][cH:25][n:26][cH:27][cH:28]1>>[CH3:1][O:2][C:3]([CH:4]([NH:5][C:20]([CH:14]1[CH2:15][CH2:16][CH2:17][CH2:18][CH2:19]1)=[O:21])[CH2:6][c:7]1[cH:8][cH:9][cH:10][cH:11][cH:12]1)=[O:13].